From a dataset of the Open Reaction Database (ORD), a public repository of structured organic reaction records. describe an organic reaction: reactants, conditions, products, and yield Reactants: C(C1=CC=CC=C1)OC1=CC=C(C=C1)CCC(C(C)C)=O (1-(4-Benzyloxy-phenyl)-4-methyl-pentan-3-one), C(CCC)[Li] (n-butyllithium), C(CC(=O)C)(=O)OC (methyl acetoacetate), [H-].[Na+] (NaH). The solvent is C1CCOC1 (THF). The product is OC1=CC(OC(C1)(C(C)C)CCC1=CC=C(C=C1)O)=O (4-Hydroxy-6-[2-(4-hydroxy-phenyl)-ethyl]-6-isopropyl-5,6-dihydro-pyran-2-one). As a reaction SMILES: C([O:8][C:9]1[CH:14]=[CH:13][C:12]([CH2:15][CH2:16][C:17](=[O:21])[CH:18]([CH3:20])[CH3:19])=[CH:11][CH:10]=1)C1C=CC=CC=1.[C:22](OC)(=[O:27])[CH2:23][C:24]([CH3:26])=[O:25].[H-].[Na+].C([Li])CCC>C1COCC1>[OH:25][C:24]1[CH2:26][C:17]([CH2:16][CH2:15][C:12]2[CH:11]=[CH:10][C:9]([OH:8])=[CH:14][CH:13]=2)([CH:18]([CH3:19])[CH3:20])[O:21][C:22](=[O:27])[CH:23]=1 |f:2.3|. Reported procedure: The title compound was prepared as described in General Method 6 using 40 g (142 mmol) of 1-(4-benzyloxyphenyl)-4-methyl-pentan-3-one (prepared in Example F), 41.2 g (355 mmol) of methyl acetoacetate, 14.2 g (355 mmol) of 60% NaH dispersion in mineral oil, 216 mL (1.64M, 355 mmol) of n-butyllithium and 700 mL of THF. The reaction mixture was quenched with 0.1N HCl and the product was extracted into EtOAc. The organic layer was dried (MgSO4), and the solvents were evaporated. Reactants: CCN=C=NCCCN(C)C, COc1ccc(C(=O)O)cc1C(F)(F)F, O=C(O)C(F)(F)F, NCC(=O)NC1CN(C2CCC(c3ccccc3)CC2)C1. Yields the product COc1ccc(C(=O)NCC(=O)NC2CN(C3CCC(c4ccccc4)CC3)C2)cc1C(F)(F)F. As a reaction SMILES: [CH3:1][CH2:2][N:3]=[C:4]=[N:5][CH2:6][CH2:7][CH2:8][N:9]([CH3:10])[CH3:11].[CH3:40][O:41][c:42]1[c:43]([C:51]([F:52])([F:53])[F:54])[cH:44][c:45]([C:46](=[O:47])[OH:48])[cH:49][cH:50]1.[F:33][C:34]([F:35])([F:36])[C:37]([OH:38])=[O:39].[NH2:12][CH2:13][C:14](=[O:15])[NH:16][CH:17]1[CH2:18][N:19]([CH:21]2[CH2:22][CH2:23][CH:24]([c:27]3[cH:28][cH:29][cH:30][cH:31][cH:32]3)[CH2:25][CH2:26]2)[CH2:20]1>>[NH:12]([CH2:13][C:14](=[O:15])[NH:16][CH:17]1[CH2:18][N:19]([CH:21]2[CH2:22][CH2:23][CH:24]([c:27]3[cH:28][cH:29][cH:30][cH:31][cH:32]3)[CH2:25][CH2:26]2)[CH2:20]1)[C:46]([c:45]1[cH:44][c:43]([C:51]([F:52])([F:53])[F:54])[c:42]([O:41][CH3:40])[cH:50][cH:49]1)=[O:47]. Reactants: FC=1C=C2C=C(NC2=CC1OC)C(=O)O (5-fluoro-6-methoxyindole-2-carboxylic acid), CC(C)NC=1C(=NC=CC1)N1CCNCC1 (1-[3-(1-methylethylamino)-2-pyridinyl]piperazine), C(C)N=C=NCCCN(C)C (1-(ethyl)-3-(dimethylaminopropyl)carbodiimide). The product is CC(C)NC1=C(N=CC=C1)N2CCN(CC2)C(=O)C3=CC4=CC(=C(C=C4N3)OC)F (1-[5-Fluoro-6-methoxyindolyl-2-carbonyl]-4-[3-(1-methylethylamino)-2-pyridinyl]piperazine). Reaction SMILES: [F:1][C:2]1[CH:3]=[C:4]2[C:8](=[CH:9][C:10]=1[O:11][CH3:12])[NH:7][C:6]([C:13]([OH:15])=O)=[CH:5]2.[CH3:16][CH:17]([NH:19][C:20]1[C:21]([N:26]2[CH2:31][CH2:30][NH:29][CH2:28][CH2:27]2)=[N:22][CH:23]=[CH:24][CH:25]=1)[CH3:18].C(N=C=NCCCN(C)C)C>>[CH3:18][CH:17]([NH:19][C:20]1[CH:25]=[CH:24][CH:23]=[N:22][C:21]=1[N:26]1[CH2:27][CH2:28][N:29]([C:13]([C:6]2[NH:7][C:8]3[C:4](=[CH:3][C:2]([F:1])=[C:10]([O:11][CH3:12])[CH:9]=3)[CH:5]=2)=[O:15])[CH2:30][CH2:31]1)[CH3:16]. Procedure details: Following the general procedure of EXAMPLE 16A and making non-critical variations but starting with 5-fluoro-6-methoxyindole-2-carboxylic acid (PREPARATION 92, 0.30 g), 1-[3-(1-methylethylamino)-2-pyridinyl]piperazine (0.32 g) and 1-(ethyl)-3-(dimethylaminopropyl)carbodiimide (0.33 g), the title compound is obtained, mp 193°-194°. Reactants: COC(=O)C=1SC=C(C1NC1=C(C=CC=C1Cl)Cl)C (3-(2,6-dichloroanilino)-4-methyl-2-thiophencarboxylic acid methyl ester), [OH-].[K+] (potassium hydroxide). Run in CO (methanol). Product: ClC1=C(NC2=C(SC=C2C)C(=O)O)C(=CC=C1)Cl (3-(2,6-dichloroanilino)-4-methyl-2-thiophencarboxylic acid). RXN SMILES: C[O:2][C:3]([C:5]1[S:6][CH:7]=[C:8]([CH3:19])[C:9]=1[NH:10][C:11]1[C:16]([Cl:17])=[CH:15][CH:14]=[CH:13][C:12]=1[Cl:18])=[O:4].[OH-].[K+]>CO>[Cl:18][C:12]1[CH:13]=[CH:14][CH:15]=[C:16]([Cl:17])[C:11]=1[NH:10][C:9]1[C:8]([CH3:19])=[CH:7][S:6][C:5]=1[C:3]([OH:4])=[O:2] |f:1.2|. Procedure details: 3.16 g (0.1 mole) of 3-(2,6-dichloroanilino)-4-methyl-2-thiophencarboxylic acid methyl ester are boiled in 300 ml of methanol and 100 ml of 6 N potassium hydroxide solution for six hours. Methanol is then distilled off, and the mixture is taken up in water and washed with toluene. The aqueous phase is acidified and extracted with ether. The organic phase is dried, clarified with bleaching earth (for example Tonsil®) and concentrated. Recrystallization of the residue from toluene gives 3-(2,6-dic... Reactants: N1C=C(C2=CC=CC=C12)C1CCN(CC1)CC=1N(C(SC1)=NC(CCC(=O)OC)=O)C(CCC(=O)OC)=O (4-[4-(3-indolyl)piperidinomethyl]-2-(3-methoxycarbonylpropionylimino)-3-(3-methoxycarbonylpropionyl)thiazoline), aqueous solution, [OH-].[Na+] (sodium hydroxide), Cl (hydrochloric acid). Run in C(C)O (ethanol). Run at temperature 50 celsius. Yields the product N1C=C(C2=CC=CC=C12)C1CCN(CC1)CC=1N=C(SC1)NC(CCC(=O)O)=O (4-[4-(3-indolyl)piperidinomethyl]-2-(3-carboxypropionylamino)thiazole). Isolated yield 52.4%. RXN SMILES: [NH:1]1[C:9]2[C:4](=[CH:5][CH:6]=[CH:7][CH:8]=2)[C:3]([CH:10]2[CH2:15][CH2:14][N:13]([CH2:16][C:17]3[N:18](C(=O)CCC(OC)=O)[C:19](=[N:22][C:23](=[O:30])[CH2:24][CH2:25][C:26]([O:28]C)=[O:27])[S:20][CH:21]=3)[CH2:12][CH2:11]2)=[CH:2]1.[OH-].[Na+].Cl>C(O)C>[NH:1]1[C:9]2[C:4](=[CH:5][CH:6]=[CH:7][CH:8]=2)[C:3]([CH:10]2[CH2:15][CH2:14][N:13]([CH2:16][C:17]3[N:18]=[C:19]([NH:22][C:23](=[O:30])[CH2:24][CH2:25][C:26]([OH:28])=[O:27])[S:20][CH:21]=3)[CH2:12][CH2:11]2)=[CH:2]1 |f:1.2|. Procedure: To 4-[4-(3-indolyl)piperidinomethyl]-2-(3-methoxycarbonylpropionylimino)-3-(3-methoxycarbonylpropionyl)thiazoline (700 mg) were added ethanol (25 ml) and 1N aqueous solution of sodium hydroxide (3.2 ml) and the mixture was warmed at 50° C. for 6.5 hours. To the reaction mixture was added 1N hydrochloric acid (3.2 ml) and the solvent was evaporated. After the residue was recrystallized from a mixture of ethanol and water, the crystal was collected by filtration and washed with water to give 4-[4-... Starting materials: C(=O)(O)C1=C(OC(C(=O)O)C)C=CC(=C1)Cl (2-(2-carboxy-4-chlorophenoxy) propionic acid), [N+](=O)(O)[O-] (nitric acid). Run in S(O)(O)(=O)=O (sulfuric acid), S(O)(O)(=O)=O (sulfuric acid). Product: C(=O)(O)C1=C(OC(C(=O)O)C)C(=CC(=C1)Cl)[N+](=O)[O-] (2-(2-carboxy-4-chloro-6-nitrophenoxy)propionic acid). RXN SMILES: [C:1]([C:4]1[CH:15]=[C:14]([Cl:16])[CH:13]=[CH:12][C:5]=1[O:6][CH:7]([CH3:11])[C:8]([OH:10])=[O:9])([OH:3])=[O:2].[N+:17]([O-])([OH:19])=[O:18]>S(=O)(=O)(O)O>[C:1]([C:4]1[CH:15]=[C:14]([Cl:16])[CH:13]=[C:12]([N+:17]([O-:19])=[O:18])[C:5]=1[O:6][CH:7]([CH3:11])[C:8]([OH:10])=[O:9])([OH:3])=[O:2]. Reported procedure: To a solution of 220 g of 2-(2-carboxy-4-chlorophenoxy) propionic acid in 550 ml of concentrated sulfuric acid is added dropwise a mixed liquid of 44 ml of fuming nitric acid and concentrated sulfuric acid under stirring with keeping at a temperature below 10° C. After the addition, the reaction mixture is stirred below 10° C. for 3 hours and poured into 10 1 of ice-cold water. The precipitated crystals are collected by filtration, washed with 2 1 of water four times and them dried to give 190 g...